Dataset: the Open Reaction Database (ORD), a public repository of structured organic reaction records. Task: describe an organic reaction: reactants, conditions, products, and yield Reactants: O.C([O-])([O-])=O.[Na+].[Na+] (Sodium Carbonate Monohydrate), O.OP(=O)(O)[O-].[Na+] (Sodium Phosphate Monobasic Monohydrate). Solvent: O (water). Product: C([O-])([O-])=O.[Na+].[Na+].P(=O)([O-])([O-])[O-].[Na+].[Na+].[Na+] (Sodium Carbonate Sodium Phosphate). Reaction SMILES: O.[C:2](=[O:5])([O-:4])[O-:3].[Na+:6].[Na+].O.[OH:9][P:10]([O-:13])([OH:12])=[O:11].[Na+]>O>[C:2](=[O:3])([O-:5])[O-:4].[Na+:6].[Na+:6].[P:10]([O-:13])([O-:12])([O-:11])=[O:9].[Na+:6].[Na+:6].[Na+:6] |f:0.1.2.3,4.5.6,8.9.10.11.12.13.14|. Reported procedure: Albumin (Human 25%, Plasbumin®-25 manufactured by Bayer Corporation) was buffered using differing amounts of Sodium Carbonate Monohydrate (Na2CO3H2O)(FW 124.00) (“Carbonate Buffer”) and Sodium Phosphate Monobasic Monohydrate (NaH2PO4H2O)(FW 137.99) (“Phosphate Buffer”). The buffered albumin formulations (2 cc) were mixed with 2 cc of the Shearwater PEG (0.45 g of PEG suspended in 2.2 cc of water), to provide 17% w/w PEG solids. The components were mixed by using the catheter device as generally ... Starting materials: [N+](=O)(O)[O-] (nitric acid), C(C)C1=C2C(C(NC2=CC=C1)=O)=O (4-ethylisatin), ice water. Conditions: time 10 minute. Yields the product [N+](=O)([O-])C=1C(=C2C(C(NC2=CC1)=O)=O)CC (5-nitro-4-ethylisatin). The yield is 52.0%. As a reaction SMILES: [N+:1]([O-:4])(O)=[O:2].[CH2:5]([C:7]1[CH:15]=[CH:14][CH:13]=[C:12]2[C:8]=1[C:9](=[O:17])[C:10](=[O:16])[NH:11]2)[CH3:6]>>[N+:1]([C:15]1[C:7]([CH2:5][CH3:6])=[C:8]2[C:12](=[CH:13][CH:14]=1)[NH:11][C:10](=[O:16])[C:9]2=[O:17])([O-:4])=[O:2]. Procedure details: A beaker containing 15 mL of 90% fuming nitric acid was cooled in an ice-water bath. 2.1 g (12 mmoles) 4-ethylisatin was added in small portions over a five-minute period. The resultant red-orange solution was stirred while in the ice-water bath for 5 minutes, then warmed to room temperature and stirred for another 10 minutes. A yellow solid precipitated immediately when this solution was poured over crushed ice. 1.4 g (52% yield) 5-nitro-4-ethylisatin was obtained. NMR(CDCl3): 1.29(t,3H, J=7.5 ... Reactants: C(C#CC)OC1=NC=NC(=C1F)Cl (4-(2-butynyloxy)-6-chloro-5-fluoropyrimidine), CC1NC(CC1)C (2,5-dimethylpyrrolidine), [Cl-].[NH4+] (ammonium chloride). Conditions: time 18 hour. Yields the product C(C#CC)OC1=NC=NC(=C1F)N1C(CCC1C)C (4-(2-butynyloxy)-5-fluoro-6-(2,5-dimethyl-1-pyrrolidinyl)pyrimidine). The yield is 95.2%. RXN SMILES: [CH2:1]([O:5][C:6]1[C:11]([F:12])=[C:10](Cl)[N:9]=[CH:8][N:7]=1)[C:2]#[C:3][CH3:4].[CH3:14][CH:15]1[CH2:19][CH2:18][CH:17]([CH3:20])[NH:16]1.[Cl-].[NH4+]>>[CH2:1]([O:5][C:6]1[C:11]([F:12])=[C:10]([N:16]2[CH:17]([CH3:20])[CH2:18][CH2:19][CH:15]2[CH3:14])[N:9]=[CH:8][N:7]=1)[C:2]#[C:3][CH3:4] |f:2.3|. Procedure: 0.2 g of 4-(2-butynyloxy)-6-chloro-5-fluoropyrimidine and 0.30 g of 2,5-dimethylpyrrolidine were mixed and left for 18 hours at room temperature. Into the reaction mixture was added a saturated ammonium chloride aqueous solution, and the mixture was extracted with tert-butyl methyl ether three times. The organic layers were washed with a saturated sodium chloride aqueous solution, dried over anhydrous magnesium sulfate and concentrated. The residue was subjected to silica gel column chromatograp... Starting materials: CCOP(=O)(Cc1cc(Br)cc(Oc2ccc(C(F)(F)F)cn2)c1)OCC, C1CCOC1, [H-], [Na+], CC(C)(C)OC(=O)N1CCC(=O)CC1. Yields the product CC(C)(C)OC(=O)N1CCC(=Cc2cc(Br)cc(Oc3ccc(C(F)(F)F)cn3)c2)CC1. RXN SMILES: [Br:3][c:4]1[cH:5][c:6]([CH2:7][P:8](=[O:9])([O:10][CH2:11][CH3:12])[O:13][CH2:14][CH3:15])[cH:16][c:17]([O:19][c:20]2[n:21][cH:22][c:23]([C:26]([F:27])([F:28])[F:29])[cH:24][cH:25]2)[cH:18]1.[CH2:44]1[O:45][CH2:46][CH2:47][CH2:48]1.[H-:1].[Na+:2].[O:30]=[C:31]1[CH2:32][CH2:33][N:34]([C:37](=[O:38])[O:39][C:40]([CH3:41])([CH3:42])[CH3:43])[CH2:35][CH2:36]1>>[Br:3][c:4]1[cH:5][c:6]([CH:7]=[C:31]2[CH2:32][CH2:33][N:34]([C:37](=[O:38])[O:39][C:40]([CH3:41])([CH3:42])[CH3:43])[CH2:35][CH2:36]2)[cH:16][c:17]([O:19][c:20]2[n:21][cH:22][c:23]([C:26]([F:27])([F:28])[F:29])[cH:24][cH:25]2)[cH:18]1. Starting materials: C(C1=CC=CC=C1)ON1C2=NC=NC(=C2N=C1)N1C(C=2C(C1=O)=CC=CC2)=O (9-benzyloxy-6-phthalimidopurine), C(C)O (ethanol). Reagents/catalysts: [Pd] (palladium on charcoal). The solvent is O1CCCC1 (tetrahydrofuran). Conditions: temperature 25 celsius, time 1 hour. The product is ON1C2=NC=NC(=C2N=C1)N1C(C=2C(C1=O)=CC=CC2)=O (9-Hydroxy-6-phthalimidopurine). The yield is 83.5%. Reaction SMILES: C([O:8][N:9]1[CH:17]=[N:16][C:15]2[C:10]1=[N:11][CH:12]=[N:13][C:14]=2[N:18]1[C:22](=[O:23])[C:21]2=[CH:24][CH:25]=[CH:26][CH:27]=[C:20]2[C:19]1=[O:28])C1C=CC=CC=1.C(O)C>[Pd].O1CCCC1>[OH:8][N:9]1[CH:17]=[N:16][C:15]2[C:10]1=[N:11][CH:12]=[N:13][C:14]=2[N:18]1[C:22](=[O:23])[C:21]2=[CH:24][CH:25]=[CH:26][CH:27]=[C:20]2[C:19]1=[O:28]. Reported procedure: A mixture of 9-benzyloxy-6-phthalimidopurine (11.0 g, 29.5 mmol), 10% palladium on charcoal (2.2 g), ethanol (300 ml) and tetrahydrofuran (500 ml) was stirred at 25° C. for 1 hour under an atmosphere of hydrogen. The suspension was then filtered and the catalyst washed with ethanol. The filtrate was evaporated under reduced pressure and the resulting solid triturated with ether. The solid was collected and then dried to afford the title compound (6.93 g; 83%). IR: νmax (KBr). 2607, 1794, 1735, 1... Reported procedure: 6-Methyl-2-methylthiocycloheptimidazole (27 g) was added to 100 ml of anisole and stirred under ice cooling. Then, 28 g of methyl trifluoromethanesulfonate was added dropwise thereto, and stirred under ice cooling. The mixture was further stirred at room temperature for one hour, 200 ml of ethyl acetate was added, and deposited crystals were collected by filtration and dried. Reaction SMILES: [CH3:1][C:2]1[CH:3]=[CH:4][C:5]2[C:6](=[CH:12][CH:13]=1)[N:7]=[C:8]([S:10][CH3:11])[N:9]=2.[C:14]1(OC)C=CC=CC=1.[F:22][C:23]([F:30])([F:29])[S:24]([O:27]C)(=[O:26])=[O:25]>C(OCC)(=O)C>[F:22][C:23]([F:30])([F:29])[S:24]([O-:27])(=[O:26])=[O:25].[CH3:14][N:9]1[C:5]2=[CH:4][CH:3]=[C:2]([CH3:1])[CH:13]=[CH:12][C:6]2=[NH+:7][CH:8]1[S:10][CH3:11] |f:4.5|. The product is FC(S(=O)(=O)[O-])(F)F.CN1C([NH+]=C2C1=CC=C(C=C2)C)SC (3,6-dimethyl-2-methylthiocycloheptimidazoliumtrifluoromethanesulfonate). The reactants are CC=1C=CC=2C(N=C(N2)SC)=CC1 (6-Methyl-2-methylthiocycloheptimidazole), C1(=CC=CC=C1)OC (anisole), FC(S(=O)(=O)OC)(F)F (methyl trifluoromethanesulfonate). Solvent: C(C)(=O)OCC (ethyl acetate). The reactants are O=C1CCC(=O)N1Br, ClCCl, Cc1cccc(CCCO)c1, c1ccc(P(c2ccccc2)c2ccccc2)cc1. The product is Cc1cccc(CCCBr)c1. RXN SMILES: [Br:31][N:32]1[C:33](=[O:34])[CH2:35][CH2:36][C:37]1=[O:38].[CH2:39]([Cl:40])[Cl:41].[CH3:1][c:2]1[cH:3][c:4]([CH2:8][CH2:9][CH2:10][OH:11])[cH:5][cH:6][cH:7]1.[c:12]1([P:13]([c:14]2[cH:15][cH:16][cH:17][cH:18][cH:19]2)[c:20]2[cH:21][cH:22][cH:23][cH:24][cH:25]2)[cH:26][cH:27][cH:28][cH:29][cH:30]1>>[CH3:1][c:2]1[cH:3][c:4]([CH2:8][CH2:9][CH2:10][Br:31])[cH:5][cH:6][cH:7]1.